This data is from the Open Reaction Database (ORD), a public repository of structured organic reaction records. The task is: describe an organic reaction: reactants, conditions, products, and yield Reactants: BrC=1C=C(C=CC1F)O (3-bromo-4-fluorophenol), C(C=C)Br (allyl bromide), C([O-])([O-])=O.[K+].[K+] (potassium carbonate). Solvent: CC(=O)C (acetone). The product is C(C=C)OC1=CC(=C(C=C1)F)Br (3-bromo-4-fluorophenyl Allyl Ether). Yield: 61.0%. As a reaction SMILES: [Br:1][C:2]1[CH:3]=[C:4]([OH:9])[CH:5]=[CH:6][C:7]=1[F:8].[CH2:10](Br)[CH:11]=[CH2:12].C(=O)([O-])[O-].[K+].[K+]>CC(C)=O>[CH2:12]([O:9][C:4]1[CH:5]=[CH:6][C:7]([F:8])=[C:2]([Br:1])[CH:3]=1)[CH:11]=[CH2:10] |f:2.3.4|. Reported procedure: A mixture of 0.65 gm (3.43 mMol) 3-bromo-4-fluorophenol, 0.60 mL (6.86 mMol) allyl bromide, and 0.71 gm (5.15 mMol) potassium carbonate in 6 mL acetone was stirred at reflux for 13 hours. The reaction mixture was concentrated under reduced pressure and the residue subjected to silica gel chromatography, eluting with hexane. Fractions containing product were combined and concentrated under reduced pressure to provide 61% of the desired compound. The reactants are ice water, OS(=O)(=O)O (H2SO4), FC=1C=C2CC(NC2=CC1)=O (5-fluoro-1,3-dihydro-indol-2-one), C[Si](C)(C)[N-][Si](C)(C)C.[Li+] (lithium bis(trimethylsilyl)amide), solution, COC(CC1=CC=C2C(=N1)COC2=O)OC (2-(2,2-dimethoxy-ethyl)-7H-furo[3,4-b]pyridin-5-one). Run in C1CCOC1 (THF), C1CCOC1 (THF), C1CCOC1 (THF). Reaction conditions: time 10 minute. The product is COC(CC1=CC=C2C(=N1)COC2=C2C(NC1=CC=C(C=C21)F)=O)OC (3-[2-(2,2-Dimethoxy-ethyl)-7H-furo[3,4-b]pyridin-5-ylidene]-5-fluoro-1,3-dihydro-indol-2-one). The yield is 46.0%. RXN SMILES: [F:1][C:2]1[CH:3]=[C:4]2[C:8](=[CH:9][CH:10]=1)[NH:7][C:6](=[O:11])[CH2:5]2.C[Si]([N-][Si](C)(C)C)(C)C.[Li+].[CH3:22][O:23][CH:24]([O:36][CH3:37])[CH2:25][C:26]1[N:31]=[C:30]2[CH2:32][O:33][C:34](=O)[C:29]2=[CH:28][CH:27]=1.OS(O)(=O)=O>C1COCC1>[CH3:37][O:36][CH:24]([O:23][CH3:22])[CH2:25][C:26]1[N:31]=[C:30]2[CH2:32][O:33][C:34](=[C:5]3[C:4]4[C:8](=[CH:9][CH:10]=[C:2]([F:1])[CH:3]=4)[NH:7][C:6]3=[O:11])[C:29]2=[CH:28][CH:27]=1 |f:1.2|. Reported procedure: A solution of 5-fluoro-1,3-dihydro-indol-2-one (141 mg, 0.93 mmol.) in THF (4 mL) is treated with a solution of lithium bis(trimethylsilyl)amide (1.9 mL of a 1 M solution in THF, 1.9 mmol) dropwise. The resulting solution is stirred at room temperature for 10 min. A solution of 2-(2,2-dimethoxy-ethyl)-7H-furo[3,4-b]pyridin-5-one (104 mg, 0.47 mmol in THF (1 mL) is added dropwise to the reaction mixture. The resulting solution is stirred for 1.5 h and is then poured into cold aqueous 2N H2SO4 sol... Starting materials: CC(C)Br, CCOC(C)=O, [K+], [K+], O=C([O-])[O-], CN(C)C=O, COCc1cc(C(=O)OC)ccc1O. Product: COCc1cc(C(=O)OC)ccc1OC(C)C. Reaction SMILES: [Br:21][CH:22]([CH3:23])[CH3:24].[CH3:30][CH2:31][O:32][C:33]([CH3:34])=[O:35].[K+:15].[K+:16].[O-:17][C:18]([O-:19])=[O:20].[O:25]=[CH:26][N:27]([CH3:28])[CH3:29].[OH:1][c:2]1[c:3]([CH2:12][O:13][CH3:14])[cH:4][c:5]([C:6](=[O:7])[O:8][CH3:9])[cH:10][cH:11]1>>[O:1]([c:2]1[c:3]([CH2:12][O:13][CH3:14])[cH:4][c:5]([C:6](=[O:7])[O:8][CH3:9])[cH:10][cH:11]1)[CH:22]([CH3:23])[CH3:24]. Starting materials: C(C)OC(C(C)OCC)=O (2-Ethoxypropionic acid ethyl ester), [Cl-].[NH4+] (ammonium chloride), [Li+].CC(C)[N-]C(C)C (LDA), C(C1=CC=CC=C1)OC1=CC=C(C=O)C=C1 (4-benzyloxybenzaldehyde), C(CCC)[Li] (n-Butyllithium), C(C)(C)NC(C)C (Di-isopropylamine). Run in O1CCCC1 (tetrahydrofuran), O1CCCC1 (tetrahydrofuran). Conditions: temperature -78 celsius, time 15 minute. Yields the product C(C)OC(C(C(O)C1=CC=C(C=C1)OCC1=CC=CC=C1)(C)OCC)=O (3-(4-benzyloxyphenyl)2-ethoxy-3-hydroxy-2-methyl propanoic acid ethyl ester). Yield: 68.0%. Reaction SMILES: C(NC(C)C)(C)C.C([Li])CCC.[CH2:13]([O:15][C:16](=[O:22])[CH:17]([O:19][CH2:20][CH3:21])[CH3:18])[CH3:14].[Li+].CC([N-]C(C)C)C.[CH2:31]([O:38][C:39]1[CH:46]=[CH:45][C:42]([CH:43]=[O:44])=[CH:41][CH:40]=1)[C:32]1[CH:37]=[CH:36][CH:35]=[CH:34][CH:33]=1.[Cl-].[NH4+]>O1CCCC1>[CH2:13]([O:15][C:16](=[O:22])[C:17]([O:19][CH2:20][CH3:21])([CH3:18])[CH:43]([C:42]1[CH:41]=[CH:40][C:39]([O:38][CH2:31][C:32]2[CH:33]=[CH:34][CH:35]=[CH:36][CH:37]=2)=[CH:46][CH:45]=1)[OH:44])[CH3:14] |f:3.4,6.7|. Procedure details: Di-isopropylamine (1.1 ml; 7.78 mmole) and dry tetrahydrofuran (35 ml) were mixed and cooled to −78° C. under nitrogen athmosphere. n-Butyllithium (1.6 M in hexane, 4.7 ml; 7.52 mmole) was added slowly and the reaction mixture was stirred for 15 minutes. 2-Ethoxypropionic acid ethyl ester was dissolved in a small amount of dry tetrahydrofuran and added slowly to the LDA mixture. The solution was stirred for 30 minutes at low temperature and then 4-benzyloxybenzaldehyde was added followed after 2... As a reaction SMILES: Br[C:2]1[C:11](=[O:12])[N:10]([CH3:13])[C:9]2[C:8]([C:14]3[CH:19]=[CH:18][C:17]([F:20])=[CH:16][C:15]=3[F:21])=[N:7][N:6]=[CH:5][C:4]=2[CH:3]=1.O1CCOCC1.C([O-])([O-])=O.[Na+].[Na+].[CH:34]1([NH:37][C:38](=[O:55])[C:39]2[CH:44]=[CH:43][C:42]([CH3:45])=[C:41](B3OC(C)(C)C(C)(C)O3)[CH:40]=2)[CH2:36][CH2:35]1>O.C1C=CC([P]([Pd]([P](C2C=CC=CC=2)(C2C=CC=CC=2)C2C=CC=CC=2)([P](C2C=CC=CC=2)(C2C=CC=CC=2)C2C=CC=CC=2)[P](C2C=CC=CC=2)(C2C=CC=CC=2)C2C=CC=CC=2)(C2C=CC=CC=2)C2C=CC=CC=2)=CC=1>[CH:34]1([NH:37][C:38](=[O:55])[C:39]2[CH:44]=[CH:43][C:42]([CH3:45])=[C:41]([C:2]3[C:11](=[O:12])[N:10]([CH3:13])[C:9]4[C:8]([C:14]5[CH:19]=[CH:18][C:17]([F:20])=[CH:16][C:15]=5[F:21])=[N:7][N:6]=[CH:5][C:4]=4[CH:3]=3)[CH:40]=2)[CH2:35][CH2:36]1 |f:2.3.4,^1:60,62,81,100|. The reagents and catalysts are C=1C=CC(=CC1)[P](C=2C=CC=CC2)(C=3C=CC=CC3)[Pd]([P](C=4C=CC=CC4)(C=5C=CC=CC5)C=6C=CC=CC6)([P](C=7C=CC=CC7)(C=8C=CC=CC8)C=9C=CC=CC9)[P](C=1C=CC=CC1)(C=1C=CC=CC1)C=1C=CC=CC1 (tetrakis(triphenylphosphine)palladium). Product: C1(CC1)NC(C1=CC(=C(C=C1)C)C1=CC=2C=NN=C(C2N(C1=O)C)C1=C(C=C(C=C1)F)F)=O (N-cyclopropyl-3-(8-(2,4-difluorophenyl)-1-methyl-2-oxo-1,2-dihydropyrido[3,2-d]pyridazin-3-yl)-4-methylbenzamide). The solvent is O (water). Procedure: To a suspension of 3-bromo-8-(2,4-difluorophenyl)-1-methylpyrido[3,2-d]pyridazin-2(1H)-one (8) (80.0 mg, 0.227 mmol) in 3:1 1,4-dioxane: 1 M aq Na2CO3 (3.2 mL) was added N-cyclopropyl-4-methyl-3-(4,4,5,5-tetramethyl-1,3,2-dioxaborolan-2-yl)benzamide (82.1 mg, 0.273 mmol) and tetrakis(triphenylphosphine)palladium (0) (21.0 mg, 0.0182 mmol). The reaction mixture was stirred and heated in a microwave at 100° C. for 55 min and then cooled to room temperature. The mixture was diluted with water and e... Reaction conditions: temperature 100 celsius. Starting materials: BrC1=CC=2C=NN=C(C2N(C1=O)C)C1=C(C=C(C=C1)F)F (3-Bromo-8-(2,4-difluorophenyl)-1-methylpyrido[3,2-d]pyridazin-2(1H)-one), O1CCOCC1 (1,4-dioxane), C(=O)([O-])[O-].[Na+].[Na+] (Na2CO3), C1(CC1)NC(C1=CC(=C(C=C1)C)B1OC(C(O1)(C)C)(C)C)=O (N-cyclopropyl-4-methyl-3-(4,4,5,5-tetramethyl-1,3,2-dioxaborolan-2-yl)benzamide). The reactants are CNC(=N)N (methylguanidine), S(=O)(=O)(O)O.CNC(=N)N (methylguanidine sulfate), C[O-].[Na+] (sodium methoxide), NC=1C(=NC(=C(N1)NC1CCCC1)Cl)C(=O)OC (methyl 3-amino-5-cyclopentylamino-6-chloropyrazinoate), ice water. Solvent: CO (methanol). Yields the product CNC(=N)NC(=O)C1=NC(=C(N=C1N)NC1CCCC1)Cl (N-methylamidino-3-amino-5-cyclopentylamino-6-chloro-2-pyrazinecarboxamide). As a reaction SMILES: [CH3:1][NH:2][C:3]([NH2:5])=[NH:4].S(O)(O)(=O)=O.CNC(N)=N.C[O-].[Na+].[NH2:19][C:20]1[C:21]([C:33](OC)=[O:34])=[N:22][C:23]([Cl:32])=[C:24]([NH:26][CH:27]2[CH2:31][CH2:30][CH2:29][CH2:28]2)[N:25]=1>CO>[CH3:1][NH:2][C:3]([NH:5][C:33]([C:21]1[C:20]([NH2:19])=[N:25][C:24]([NH:26][CH:27]2[CH2:31][CH2:30][CH2:29][CH2:28]2)=[C:23]([Cl:32])[N:22]=1)=[O:34])=[NH:4] |f:1.2,3.4|. Procedure: To a solution of methylguanidine in methanol (150 ml.) prepared from methylguanidine sulfate (108.5 g.) and sodium methoxide (40.4 g.) is added methyl 3-amino-5-cyclopentylamino-6-chloropyrazinoate (32.85 g.). The reaction is refluxed for 1/2 hour then poured into ice water (300 ml.) affording 28.0 g. of N-methylamidino-3-amino-5-cyclopentylamino-6-chloro-2-pyrazinecarboxamide which melts at 184°-187° C. after recrystallization from 2-propanol. Reactants: B, C1CCOC1, N#CCCN1CCC(C2CCCCC2)CC1, Cl. Yields the product NCCCN1CCC(C2CCCCC2)CC1. As a reaction SMILES: [BH3:17].[CH2:19]1[O:20][CH2:21][CH2:22][CH2:23]1.[CH:1]1([CH:7]2[CH2:8][CH2:9][N:10]([CH2:13][CH2:14][C:15]#[N:16])[CH2:11][CH2:12]2)[CH2:2][CH2:3][CH2:4][CH2:5][CH2:6]1.[ClH:18]>>[CH:1]1([CH:7]2[CH2:8][CH2:9][N:10]([CH2:13][CH2:14][CH2:15][NH2:16])[CH2:11][CH2:12]2)[CH2:2][CH2:3][CH2:4][CH2:5][CH2:6]1. Starting materials: CCCCc1c(Br)c(C#N)nn1C(C)(C)C, CCCO, CC(C)(C)C(=O)Nc1ccccc1B(O)O, [Na+], [Na+], O=C([O-])[O-], CC(=O)[O-], CC(=O)[O-], O, [Pd+2], c1ccc(P(c2ccccc2)c2ccccc2)cc1. Yields the product CCCCc1c(-c2ccccc2NC(=O)C(C)(C)C)c(C#N)nn1C(C)(C)C. RXN SMILES: [Br:1][c:2]1[c:3]([C:15]#[N:16])[n:4][n:5]([C:11]([CH3:12])([CH3:13])[CH3:14])[c:6]1[CH2:7][CH2:8][CH2:9][CH3:10].[CH2:68]([OH:69])[CH2:70][CH3:71].[CH3:36][C:37]([C:38](=[O:39])[NH:40][c:41]1[c:42]([B:47]([OH:48])[OH:49])[cH:43][cH:44][cH:45][cH:46]1)([CH3:50])[CH3:51].[Na+:52].[Na+:53].[O-:54][C:55](=[O:56])[O-:57].[O-:59][C:60]([CH3:61])=[O:62].[O-:63][C:64]([CH3:65])=[O:66].[OH2:67].[Pd+2:58].[c:17]1([P:18]([c:19]2[cH:20][cH:21][cH:22][cH:23][cH:24]2)[c:25]2[cH:26][cH:27][cH:28][cH:29][cH:30]2)[cH:31][cH:32][cH:33][cH:34][cH:35]1>>[c:2]1(-[c:42]2[c:41]([NH:40][C:38]([C:37]([CH3:36])([CH3:50])[CH3:51])=[O:39])[cH:46][cH:45][cH:44][cH:43]2)[c:3]([C:15]#[N:16])[n:4][n:5]([C:11]([CH3:12])([CH3:13])[CH3:14])[c:6]1[CH2:7][CH2:8][CH2:9][CH3:10]. Reactants: ClC1=C(OCC(=O)O)C=CC(=C1)C(F)(F)F ((2-chloro-4-trifluoromethyl-phenoxy)-acetic acid), NC1=CC=C(C=C1)N(C(C)=O)CCN(C)C (N-(4-amino-phenyl)-N-(2-dimethylamino-ethyl)-acetamide). The product is C(C)(=O)N(C1=CC=C(C=C1)NC(COC1=C(C=C(C=C1)C(F)(F)F)Cl)=O)CCN(C)C (N-{4-[acetyl-(2-dimethylamino-ethyl)-amino]-phenyl}-2-(2-chloro-4-trifluoromethyl-phenoxy)-acetamide). As a reaction SMILES: [Cl:1][C:2]1[CH:12]=[C:11]([C:13]([F:16])([F:15])[F:14])[CH:10]=[CH:9][C:3]=1[O:4][CH2:5][C:6]([OH:8])=O.[NH2:17][C:18]1[CH:23]=[CH:22][C:21]([N:24]([CH2:28][CH2:29][N:30]([CH3:32])[CH3:31])[C:25](=[O:27])[CH3:26])=[CH:20][CH:19]=1>>[C:25]([N:24]([CH2:28][CH2:29][N:30]([CH3:31])[CH3:32])[C:21]1[CH:22]=[CH:23][C:18]([NH:17][C:6](=[O:8])[CH2:5][O:4][C:3]2[CH:9]=[CH:10][C:11]([C:13]([F:16])([F:15])[F:14])=[CH:12][C:2]=2[Cl:1])=[CH:19][CH:20]=1)(=[O:27])[CH3:26]. Procedure details: The product was prepared according to general working method I from (2-chloro-4-trifluoromethyl-phenoxy)-acetic acid (Z2b) and N-(4-amino-phenyl)-N-(2-dimethylamino-ethyl)-acetamide (142b).